From a dataset of the Open Reaction Database (ORD), a public repository of structured organic reaction records. describe an organic reaction: reactants, conditions, products, and yield Starting materials: O=C(O)CCC(=O)O, CC(=O)O[BH-](OC(C)=O)OC(C)=O, C=O, [Cl-], ClCCl, COc1ccc(CCC2CN(C3=Nc4cc(F)ccc4Nc4ccc(C(F)(F)F)cc43)CCN2)cc1, [Na+], [Na+]. Product: COc1ccc(CCC2CN(C3=Nc4cc(F)ccc4Nc4ccc(C(F)(F)F)cc43)CCN2C)cc1. Reaction SMILES: [C:1]([OH:2])(=[O:3])[CH2:4][CH2:5][C:6]([OH:7])=[O:8].[C:45]([O:46][BH-:47]([O:48][C:49](=[O:50])[CH3:51])[O:52][C:53](=[O:54])[CH3:55])(=[O:56])[CH3:57].[CH2:59]=[O:60].[Cl-:65].[Cl:61][CH2:62][Cl:63].[F:9][c:10]1[cH:11][cH:12][c:13]2[c:14]([cH:44]1)[N:15]=[C:16]([N:28]1[CH2:29][CH:30]([CH2:34][CH2:35][c:36]3[cH:37][cH:38][c:39]([O:42][CH3:43])[cH:40][cH:41]3)[NH:31][CH2:32][CH2:33]1)[c:17]1[c:18]([cH:20][cH:21][c:22]([C:24]([F:25])([F:26])[F:27])[cH:23]1)[NH:19]2.[Na+:58].[Na+:64]>>[CH3:1][N:31]1[CH:30]([CH2:34][CH2:35][c:36]2[cH:37][cH:38][c:39]([O:42][CH3:43])[cH:40][cH:41]2)[CH2:29][N:28]([C:16]2=[N:15][c:14]3[c:13]([cH:12][cH:11][c:10]([F:9])[cH:44]3)[NH:19][c:18]3[c:17]2[cH:23][c:22]([C:24]([F:25])([F:26])[F:27])[cH:21][cH:20]3)[CH2:33][CH2:32]1. Starting materials: C(CCC)[Li] (n-butyl lithium), ice, CC(C#C)(C)OC1OCCCC1 (3-methyl-3[(tetrahydro-2H-pyran-2-yl)oxy]-but-1-yne), O1C(CCCC1)O[C@H]1C[C@@H](CC2=CC[C@H]3[C@@H]4CC[C@H]([C@@H](COS(=O)(=O)C5=CC=C(C=C5)C)C)[C@]4(CC[C@@H]3[C@@]12C)C)OC1OCCCC1 ((20S)-1α,3β-bis[(tetrahydro-2H-pyran-2-yl)oxy]-20-methyl-21-p-toluenesulfonyloxypregn-5-ene), N1=CC=CC=C1 (pyridine). Reaction conditions: time 2 hour. The solvent is CCCCCC (hexane), O1CCOCC1 (dioxane), O1CCOCC1 (dioxane). RXN SMILES: [CH3:1][C:2]([O:6][CH:7]1[CH2:12][CH2:11][CH2:10][CH2:9][O:8]1)([CH3:5])[C:3]#[CH:4].C([Li])CCC.[O:18]1[CH2:23][CH2:22][CH2:21][CH2:20][CH:19]1[O:24][C@@H:25]1[C@@:55]2([CH3:56])[C:29](=[CH:30][CH2:31][C@@H:32]3[C@@H:54]2[CH2:53][CH2:52][C@@:51]2([CH3:57])[C@H:33]3[CH2:34][CH2:35][C@@H:36]2[C@H:37]([CH3:50])[CH2:38]OS(C2C=CC(C)=CC=2)(=O)=O)[CH2:28][C@@H:27]([O:58][CH:59]2[CH2:64][CH2:63][CH2:62][CH2:61][O:60]2)[CH2:26]1.N1C=CC=CC=1>O1CCOCC1.CCCCCC>[O:18]1[CH2:23][CH2:22][CH2:21][CH2:20][CH:19]1[O:24][C@@H:25]1[C@@:55]2([CH3:56])[C:29](=[CH:30][CH2:31][C@@H:32]3[C@@H:54]2[CH2:53][CH2:52][C@@:51]2([CH3:57])[C@H:33]3[CH2:34][CH2:35][C@@H:36]2[C@H:37]([CH3:50])[CH2:38][C:4]#[C:3][C:2]([O:6][CH:7]2[CH2:12][CH2:11][CH2:10][CH2:9][O:8]2)([CH3:1])[CH3:5])[CH2:28][C@@H:27]([O:58][CH:59]2[CH2:64][CH2:63][CH2:62][CH2:61][O:60]2)[CH2:26]1. The yield is 89.1%. Reported procedure: In a 1.5 l 4-neck flask equipped with stirrer, 100 ml dropping funnel with pressure equalizer, 30-cm Dimroth condenser, thermometer and argon-supply, a solution of 16.85 g (0.1 mol) of 3-methyl-3[(tetrahydro-2H-pyran-2-yl)oxy]-but-1-yne (prepared from 3-hydroxy-3-methylbut-1-yne and 3,4-dihydro-2H-pyran) in 300 ml of dioxane with constant stirring and under argon for 30 min. at 9°, was added drop by drop 50 ml (approximately 0.1 ml) of approximately 2 M n-butyl lithium in hexane. The solution wa... Yields the product O1C(CCCC1)O[C@H]1C[C@@H](CC2=CC[C@H]3[C@@H]4CC[C@H]([C@@H](CC#CC(C)(C)OC5OCCCC5)C)[C@]4(CC[C@@H]3[C@@]12C)C)OC1OCCCC1 (1α,3β,25-tris[(tetrahydro-2H-pyran-2-yl)oxy]-cholest-5-en-23-yne). Reactants: CC1=NC(=NN1CC1=CC(=CC=C1)[N+](=O)[O-])C1=NC(=NO1)C1=CC=C(C=C1)OC(F)(F)F (5-(5-methyl-1-(3-nitrobenzyl)-1H-1,2,4-triazol-3-yl)-3-(4-(trifluoromethoxy)phenyl)-1,2,4-oxadiazole). The reagents and catalysts are [Pd] (Pd/C). The solvent is CCO (EtOH). Reaction conditions: time 2 hour. The product is CC1=NC(=NN1CC=1C=C(C=CC1)N)C1=NC(=NO1)C1=CC=C(C=C1)OC(F)(F)F (3-((5-methyl-3-(3-(4-(trifluoromethoxy)phenyl)-1,2,4-oxadiazol-5-yl)-1H-1,2,4-triazol-1-yl)methyl)benzenamine). Reaction SMILES: [CH3:1][C:2]1[N:6]([CH2:7][C:8]2[CH:13]=[CH:12][CH:11]=[C:10]([N+:14]([O-])=O)[CH:9]=2)[N:5]=[C:4]([C:17]2[O:21][N:20]=[C:19]([C:22]3[CH:27]=[CH:26][C:25]([O:28][C:29]([F:32])([F:31])[F:30])=[CH:24][CH:23]=3)[N:18]=2)[N:3]=1>CCO.[Pd]>[CH3:1][C:2]1[N:6]([CH2:7][C:8]2[CH:9]=[C:10]([NH2:14])[CH:11]=[CH:12][CH:13]=2)[N:5]=[C:4]([C:17]2[O:21][N:20]=[C:19]([C:22]3[CH:27]=[CH:26][C:25]([O:28][C:29]([F:32])([F:30])[F:31])=[CH:24][CH:23]=3)[N:18]=2)[N:3]=1. Procedure: A mixture of 5-(5-methyl-1-(3-nitrobenzyl)-1H-1,2,4-triazol-3-yl)-3-(4-(trifluoromethoxy)phenyl)-1,2,4-oxadiazole (100 mg, 0.231 mmol) and Pd/C (10% w, 10 mg) in EtOH (10 mL) was stirred at RT for 2 h under hydrogen atmosphere. The reaction mixture was then filtered and concentrated under reduced pressure, and the residue was purified by prep-HPLC (Mobile phase: A=0.1% formic acid/H2O, B=MeCN; Gradient: B=36%-95% in 18 min; Column: XBridge C18, 5 um, 30 mm×150 mm) to give the title compound as a... Starting materials: FCC1(CF)C=C(N2CCCC2=S)c2cc(C(F)(F)C(F)(F)F)ccc2O1, [H-], CI, N#CN, [Na+], C1CCOC1, O. Yields the product N#CN=C1CCCN1C1=CC(CF)(CF)Oc2ccc(C(F)(F)C(F)(F)F)cc21. RXN SMILES: [F:1][C:2]([C:3]([F:4])([F:5])[F:6])([c:7]1[cH:8][cH:9][c:10]2[c:11]([cH:26]1)[C:12]([N:20]1[C:21](=[S:25])[CH2:22][CH2:23][CH2:24]1)=[CH:13][C:14]([CH2:16][F:17])([CH2:18][F:19])[O:15]2)[F:27].[H-:33].[I:28][CH3:29].[NH2:30][C:31]#[N:32].[Na+:34].[O:36]1[CH2:37][CH2:38][CH2:39][CH2:40]1.[OH2:35]>>[F:1][C:2]([C:3]([F:4])([F:5])[F:6])([c:7]1[cH:8][cH:9][c:10]2[c:11]([cH:26]1)[C:12]([N:20]1[C:21](=[N:32][C:31]#[N:30])[CH2:22][CH2:23][CH2:24]1)=[CH:13][C:14]([CH2:16][F:17])([CH2:18][F:19])[O:15]2)[F:27].